Dataset: the Open Reaction Database (ORD), a public repository of structured organic reaction records. Task: describe an organic reaction: reactants, conditions, products, and yield Reactants: C=1C=CC2=C(C1)N=NN2O (HOBT), C(CCl)Cl (EDC), FC1=NC=CC=C1N (2-fluoropyridin-3-amine), FC1=NC=CC=C1N (2-Fluoropyridin-3-amine), C1(=CC=CC=C1)COC1=C(C(=O)O)C=C(C=C1)C1=CC=NC=C1 (2-[(phenylmethyl)oxy]-5-(4-pyridinyl)benzoic acid), C(CCl)Cl (EDC), C=1C=CC2=C(C1)N=NN2O (HOBT). Solvent: CN(C=O)C (dimethylformamide), O (water). Reaction conditions: temperature 25 celsius, time 8 hour. Yields the product FC1=NC=CC=C1NC(C1=C(C=CC(=C1)C1=CC=NC=C1)OCC1=CC=CC=C1)=O (N-(2-Fluoro-3-pyridinyl)-2-[(phenylmethyl)oxy]-5-(4-pyridinyl)benzamide). Reaction SMILES: [C:1]1([CH2:7][O:8][C:9]2[CH:17]=[CH:16][C:15]([C:18]3[CH:23]=[CH:22][N:21]=[CH:20][CH:19]=3)=[CH:14][C:10]=2[C:11](O)=[O:12])[CH:6]=[CH:5][CH:4]=[CH:3][CH:2]=1.C(Cl)CCl.C1C=CC2N(O)N=NC=2C=1.[F:38][C:39]1[C:44]([NH2:45])=[CH:43][CH:42]=[CH:41][N:40]=1>CN(C)C=O.O>[F:38][C:39]1[C:44]([NH:45][C:11](=[O:12])[C:10]2[CH:14]=[C:15]([C:18]3[CH:23]=[CH:22][N:21]=[CH:20][CH:19]=3)[CH:16]=[CH:17][C:9]=2[O:8][CH2:7][C:1]2[CH:6]=[CH:5][CH:4]=[CH:3][CH:2]=2)=[CH:43][CH:42]=[CH:41][N:40]=1. Procedure details: A solution of 2-[(phenylmethyl)oxy]-5-(4-pyridinyl)benzoic acid (may be prepared as described in Description 79; 0.12 g, 0.34 mmol), EDC (0.16 g, 0.84 mmol) and HOBT (0.13 g, 0.84 mmol) in dimethylformamide (2 ml) was stirred in air at room temperature for 1 h. 2-Fluoropyridin-3-amine (0.04 g, 0.37 mmol) was then added in one charge. The reaction mixture was stirred at 25° C. overnight. Another batch of HOBT (0.13 g, 0.84 mmol), EDC (0.161 g, 0.842 mmol) and 2-fluoropyridin-3-amine (0.04 g, 0.37... Product: ClC1=CC=C(C=C1)SC1=C2N=CN(C2=NC(=N1)N1N=C(C=C1C)C)C (6-(4-Chloro-phenylsulfanyl)-2-(3,5-dimethyl-pyrazol-1-yl)-9-methyl-9H-purine). Reactants: ClC1=NC(=C2N=CN(C2=N1)C)SC1=CC=C(C=C1)Cl (2-chloro-6-(4-chloro-phenylsulfanyl)-9-methyl-9H-purine), CC1=NNC(=C1)C (3,5-dimethylpyrazole). As a reaction SMILES: Cl[C:2]1[N:10]=[C:9]2[C:5]([N:6]=[CH:7][N:8]2[CH3:11])=[C:4]([S:12][C:13]2[CH:18]=[CH:17][C:16]([Cl:19])=[CH:15][CH:14]=2)[N:3]=1.[CH3:20][C:21]1[CH:25]=[C:24]([CH3:26])[NH:23][N:22]=1>>[Cl:19][C:16]1[CH:17]=[CH:18][C:13]([S:12][C:4]2[N:3]=[C:2]([N:22]3[C:21]([CH3:20])=[CH:25][C:24]([CH3:26])=[N:23]3)[N:10]=[C:9]3[C:5]=2[N:6]=[CH:7][N:8]3[CH3:11])=[CH:14][CH:15]=1. Procedure details: Was prepared according to Example 6 from 2-chloro-6-(4-chloro-phenylsulfanyl)-9-methyl-9H-purine and 3,5-dimethylpyrazole.